This data is from the Open Reaction Database (ORD), a public repository of structured organic reaction records. The task is: describe an organic reaction: reactants, conditions, products, and yield Reported procedure: To 2.52 g of methyl 5-(p-hydroxyphenoxy)-2,2-dimethylpentanoate and 1.38 g of anhydrous potassium carbonate was added 30 ml of ethanol and the mixture was heated under reflux for 30 minutes while stirring. After cooling, 2.53 g of 1,5-dibromopentane was added thereto and the mixture was reacted overnight with heating under reflux. After the solvent was removed by distillation under reduced pressure, water was added to the resulting residue followed by extracting with chloroform. After the chloro... As a reaction SMILES: [OH:1][C:2]1[CH:18]=[CH:17][C:5]([O:6][CH2:7][CH2:8][CH2:9][C:10]([CH3:16])([CH3:15])[C:11]([O:13][CH3:14])=[O:12])=[CH:4][CH:3]=1.C(=O)([O-])[O-].[K+].[K+].[Br:25][CH2:26][CH2:27][CH2:28][CH2:29][CH2:30]Br>C(O)C>[Br:25][CH2:26][CH2:27][CH2:28][CH2:29][CH2:30][O:1][C:2]1[CH:3]=[CH:4][C:5]([O:6][CH2:7][CH2:8][CH2:9][C:10]([CH3:15])([CH3:16])[C:11]([O:13][CH3:14])=[O:12])=[CH:17][CH:18]=1 |f:1.2.3|. Reactants: OC1=CC=C(OCCCC(C(=O)OC)(C)C)C=C1 (methyl 5-(p-hydroxyphenoxy)-2,2-dimethylpentanoate), C([O-])([O-])=O.[K+].[K+] (potassium carbonate), BrCCCCCBr (1,5-dibromopentane). Run in C(C)O (ethanol). Yields the product desired product, BrCCCCCOC1=CC=C(OCCCC(C(=O)OC)(C)C)C=C1 (methyl 5-[p-(5-bromopentyloxy)phenoxy]-2,2-dimethylpentanoate). Reactants: Cc1ccccc1, CCCCCC, O=CO, Nc1ccccc1C(=O)O. The product is O=CNc1ccccc1C(=O)O. RXN SMILES: [CH3:1][c:2]1[cH:3][cH:4][cH:5][cH:6][cH:7]1.[CH3:21][CH2:22][CH2:23][CH2:24][CH2:25][CH3:26].[CH:18](=[O:19])[OH:20].[NH2:8][c:9]1[cH:10][cH:11][cH:12][cH:13][c:14]1[C:15]([OH:16])=[O:17]>>[NH:8]([c:9]1[cH:10][cH:11][cH:12][cH:13][c:14]1[C:15]([OH:16])=[O:17])[CH:18]=[O:19]. The reactants are C1(=CC=CC=C1)C=1N=C(N=NC1)S (5-phenyl-1,2,4-triazine-3-thiol), C(C=C)Br (allyl bromide). Yields the product C(C=C)SC=1N=NC=C(N1)C1=CC=CC=C1 (3-(Allylthio)-5-phenyl-1,2,4-triazine). RXN SMILES: [C:1]1([C:7]2[N:8]=[C:9]([SH:13])[N:10]=[N:11][CH:12]=2)[CH:6]=[CH:5][CH:4]=[CH:3][CH:2]=1.[CH2:14](Br)[CH:15]=[CH2:16]>>[CH2:16]([S:13][C:9]1[N:10]=[N:11][CH:12]=[C:7]([C:1]2[CH:2]=[CH:3][CH:4]=[CH:5][CH:6]=2)[N:8]=1)[CH:15]=[CH2:14]. Procedure details: 3-(Allylthio)-5-phenyl-1,2,4-triazine (compound A) is prepared from 5-phenyl-1,2,4-triazine-3-thiol and allyl bromide according to the following synthetic scheme; Reactants: NC=1C(=NC(=CN1)Br)C(=O)OC (Methyl 3-amino-6-bromopyrazine-2-carboxylate), FC=1C=C(C=CC1)B(O)O (3-fluorophenylboronic acid), C(=O)([O-])[O-].[K+].[K+] (K2CO3). Reagents/catalysts: Cl[Pd]([P](C1=CC=CC=C1)(C2=CC=CC=C2)C3=CC=CC=C3)([P](C4=CC=CC=C4)(C5=CC=CC=C5)C6=CC=CC=C6)Cl (dichlorobis(triphenylphosphine)palladium(II)). Run in O (H2O), CC#N (CH3CN), CO (MeOH), O (H2O). Yields the product NC=1C(=NC(=CN1)C1=CC(=CC=C1)F)C(=O)O (3-amino-6-(3-fluorophenyl)pyrazine-2-carboxylic acid). The yield is 82.3%. As a reaction SMILES: [NH2:1][C:2]1[C:3]([C:9]([O:11]C)=[O:10])=[N:4][C:5](Br)=[CH:6][N:7]=1.[F:13][C:14]1[CH:15]=[C:16](B(O)O)[CH:17]=[CH:18][CH:19]=1.C([O-])([O-])=O.[K+].[K+]>CC#N.CO.O.Cl[Pd](Cl)([P](C1C=CC=CC=1)(C1C=CC=CC=1)C1C=CC=CC=1)[P](C1C=CC=CC=1)(C1C=CC=CC=1)C1C=CC=CC=1>[NH2:1][C:2]1[C:3]([C:9]([OH:11])=[O:10])=[N:4][C:5]([C:18]2[CH:17]=[CH:16][CH:15]=[C:14]([F:13])[CH:19]=2)=[CH:6][N:7]=1 |f:2.3.4,^1:37,56|. Procedure details: Methyl 3-amino-6-bromopyrazine-2-carboxylate (0.116 g, 0.5 mmol), 3-fluorophenylboronic acid (0.14 g, 1.0 mmol), dichlorobis(triphenylphosphine)palladium(II) (0.018 g, 0.02 mmol), and K2CO3 (0.14 g, 1.0 mmol) were combined in 3 mL of 4:1 CH3CN:H2O and heated to 150° C. for 10 minutes in the SmithSynthesizer microwave. Upon cooling, the reaction mixture was diluted with MeOH and H2O to dissolve all but the catalyst. The mixture was filtered and the pH was adjusted to 6 with 2N HCl. The solution w... The reactants are C1=CC=CC=C1 (benzene), resultant solution, COC(CBr)OC (bromoacetaldehyde dimethyl acetal), [OH-].[Na+] (sodium hydroxide), C(C)OCCO (2-ethoxyethyl alcohol). Reported procedure: In 20 ml of 2-ethoxyethyl alcohol, 1.65 g of sodium hydroxide and 4.88 g of m-hydroxybenzaldehyde were dissolved by heating. The resultant solution and 7.4 g of bromoacetaldehyde dimethyl acetal were refluxed for 22 hours. Then, the reaction solution was combined with 50 ml of benzene, washed with water, and further washed with an aqueous sodium hydroxide solution until total disappearance of the unaltered portion of hydroxybenzaldehyde and thereafter dried with anhydrous potassium carbonate. By... The product is COC(COC=1C=C(C=O)C=CC1)OC (m-(2,2-dimethoxyethoxy)benzaldehyde). Reaction SMILES: [OH-:1].[Na+].[CH3:3][O:4][CH:5]([O:8][CH3:9])[CH2:6]Br.[CH:10]1[CH:15]=[CH:14][CH:13]=[CH:12][CH:11]=1.[CH2:16]([O:18]CCO)C>>[CH3:3][O:4][CH:5]([O:8][CH3:9])[CH2:6][O:1][C:10]1[CH:15]=[C:14]([CH:13]=[CH:12][CH:11]=1)[CH:16]=[O:18] |f:0.1|. Starting materials: [Al+3], C1CCOC1, CCOC(=O)Cc1cccc(NC)n1, [H-], [H-], [H-], [H-], [Li+]. Product: CNc1cccc(CCO)n1. As a reaction SMILES: [Al+3:16].[CH2:21]1[O:22][CH2:23][CH2:24][CH2:25]1.[CH3:1][NH:2][c:3]1[cH:4][cH:5][cH:6][c:7]([CH2:9][C:10](=[O:11])[O:12][CH2:13][CH3:14])[n:8]1.[H-:15].[H-:18].[H-:19].[H-:20].[Li+:17]>>[CH3:1][NH:2][c:3]1[cH:4][cH:5][cH:6][c:7]([CH2:9][CH2:10][OH:11])[n:8]1. The reactants are BrCC(=O)N1CCCCC1 (1-(bromoacetyl)piperidine), BrCC(=O)N1CCCCC1 (1-(bromoacetyl)piperidine), CN1C=C(C2=CC=CC=C12)C1=NN=NN1 (5-(1-Methyl-1H-indol-3-yl)tetrazole), [H-].[Na+] (sodium hydride). The solvent is C1CCOC1 (THF), C1CCOC1 (THF), C1CCOC1 (THF). Run at time 1 hour. The product is C(C)(=O)N1C(CCCC1)N1N=NC(=N1)C1=CN(C2=CC=CC=C12)C (3-(1-Acetylpiperidyl)-5-(1-methyl-1H-indol-3-yl) tetrazole). Yield: 61.3%. As a reaction SMILES: [CH3:1][N:2]1[C:10]2[C:5](=[CH:6][CH:7]=[CH:8][CH:9]=2)[C:4]([C:11]2[NH:15][N:14]=[N:13][N:12]=2)=[CH:3]1.[H-].[Na+].Br[CH2:19][C:20]([N:22]1[CH2:27][CH2:26][CH2:25][CH2:24][CH2:23]1)=[O:21]>C1COCC1>[C:20]([N:22]1[CH2:27][CH2:26][CH2:25][CH2:24][CH:23]1[N:14]1[N:15]=[C:11]([C:4]2[C:5]3[C:10](=[CH:9][CH:8]=[CH:7][CH:6]=3)[N:2]([CH3:1])[CH:3]=2)[N:12]=[N:13]1)(=[O:21])[CH3:19] |f:1.2|. Procedure: 5-(1-Methyl-1H-indol-3-yl)tetrazole (0.080 g, 0.402 mmol) was dissolved in dry THF (5 ml) and treated with sodium hydride (80%) (0.014 g, 0.441 mmol). When effervescence had ceased, 1-(bromoacetyl)piperidine (Bull. Soc. Chim. France 1964 5, 1063) (0.093 g, 0.422 mmol) in dry THF (2 ml) was added. After 1 h, a further amound of 1-(bromoacetyl)piperidine (0.047 g, 0.211 mmol) in dry THF (1 ml) was added. After a further 2 h, the reaction mixture was evaporated under reduced pressure to give a brow...